This data is from the Open Reaction Database (ORD), a public repository of structured organic reaction records. The task is: describe an organic reaction: reactants, conditions, products, and yield Reactants: ClC1=NC(=CC2=CC=CC=C12)Cl (1,3-dichloroisoquinoline), O.NN (hydrazine hydrate). Solvent: C(C)O (ethanol). The product is ClC=1N=CC2=CC=CC=C2C1 (3-Chloroisoquinoline). Yield: 42.6%. RXN SMILES: Cl[C:2]1[C:11]2[C:6](=[CH:7][CH:8]=[CH:9][CH:10]=2)[CH:5]=[C:4]([Cl:12])[N:3]=1.O.NN>C(O)C>[Cl:12][C:4]1[N:3]=[CH:2][C:11]2[C:6]([CH:5]=1)=[CH:7][CH:8]=[CH:9][CH:10]=2 |f:1.2|. Procedure: A mixture of 1,3-dichloroisoquinoline (9.94 g, 50.2 mmol) and hydrazine hydrate (12.2 ml, 251 mmol) in ethanol (150 ml) was heated at reflux for 1.5 hours. The reaction was then cooled to room temperature and the ethanol evaporated. The residue was suspended in chloroform and manganese dioxide (20 g) was added in portions over 30 minutes. Gas evolution was observed. After this had subsided, the mixture was heated to reflux for 2 hours, then filtered and evaporated. Purification of the residue by... Reactants: C, CO, CCN(CC)CCN1C(=O)C(O)(c2ccc3ccccc3c2)c2c(Cl)cc(C#CCCO)cc21, [Pd]. Product: CCN(CC)CCN1C(=O)C(O)(c2ccc3ccccc3c2)c2c(Cl)cc(CCCCO)cc21. Reaction SMILES: [C:37].[CH3:35][OH:36].[Cl:1][c:2]1[c:3]2[c:7]([cH:8][c:9]([C:11]#[C:12][CH2:13][CH2:14][OH:15])[cH:10]1)[N:6]([CH2:16][CH2:17][N:18]([CH2:19][CH3:20])[CH2:21][CH3:22])[C:5](=[O:23])[C:4]2([c:24]1[cH:25][c:26]2[cH:27][cH:28][cH:29][cH:30][c:31]2[cH:32][cH:33]1)[OH:34].[Pd:38]>>[Cl:1][c:2]1[c:3]2[c:7]([cH:8][c:9]([CH2:11][CH2:12][CH2:13][CH2:14][OH:15])[cH:10]1)[N:6]([CH2:16][CH2:17][N:18]([CH2:19][CH3:20])[CH2:21][CH3:22])[C:5](=[O:23])[C:4]2([c:24]1[cH:25][c:26]2[cH:27][cH:28][cH:29][cH:30][c:31]2[cH:32][cH:33]1)[OH:34]. Reactants: C(#N)C(C)C=1C=C(C(=O)O)C=CC1 (3-(1-cyanoethyl)benzoic acid), S(O)(O)(=O)=O (sulfuric acid), CO (methanol). Reaction conditions: temperature 60 celsius, time 8 hour. Product: C(#N)C(C)C=1C=C(C(=O)OC)C=CC1 (methyl 3-(1-cyanoethyl)benzoate). Isolated yield 89.0%. Reaction SMILES: [C:1]([CH:3]([C:5]1[CH:6]=[C:7]([CH:11]=[CH:12][CH:13]=1)[C:8]([OH:10])=[O:9])[CH3:4])#[N:2].S(=O)(=O)(O)O.[CH3:19]O>>[C:1]([CH:3]([C:5]1[CH:6]=[C:7]([CH:11]=[CH:12][CH:13]=1)[C:8]([O:10][CH3:19])=[O:9])[CH3:4])#[N:2]. Reported procedure: To a solution of 3-(1-cyanoethyl)benzoic acid (2.0 g, 11 mmol) in methanol (20 mL) was added conc. sulfuric acid (0.2 mL), and the mixture was stirred at 60° C. for 8 hr. The reaction mixture was concentrated under reduced pressure, and neutralized with saturated aqueous sodium hydrogencarbonate solution. The mixture was diluted with water and extracted with ethyl acetate. The organic layer was washed with saturated brine, dried over anhydrous sodium sulfate, and filtrated. The solvent was evapo... The reactants are N1(CCCCC1)CC=1C=C(OCCCN)C=CC1 (3-[3-(1-piperidinylmethyl)phenoxy]propylamine), OCC(=O)O (hydroxyacetic acid), N (ammonia). The solvent is O (water). The product is N1(CCCCC1)CC=1C=C(OCCCNC(CO)=O)C=CC1 (N-[3-[3-(1-piperidinylmethyl)phenoxy]propyl]hydroxyacetamide). The yield is 94.8%. Reaction SMILES: [N:1]1([CH2:7][C:8]2[CH:9]=[C:10]([CH:16]=[CH:17][CH:18]=2)[O:11][CH2:12][CH2:13][CH2:14][NH2:15])[CH2:6][CH2:5][CH2:4][CH2:3][CH2:2]1.[OH:19][CH2:20][C:21](O)=[O:22].N>O>[N:1]1([CH2:7][C:8]2[CH:9]=[C:10]([CH:16]=[CH:17][CH:18]=2)[O:11][CH2:12][CH2:13][CH2:14][NH:15][C:20](=[O:19])[CH2:21][OH:22])[CH2:6][CH2:5][CH2:4][CH2:3][CH2:2]1. Procedure details: 1.59 g of 3-[3-(1-piperidinylmethyl)phenoxy]propylamine and 536 mg of hydroxyacetic acid were heated at 200° C. for 2 hours. The reaction mixture was cooled, and water was added. The mixture was alkalized with aqueous ammonia, and extracted with chloroform. The extract was dried over anhydrous sodium sulfate, and the solvent was distilled off to afford 1.86 g of N-[3-[3-(1-piperidinylmethyl)phenoxy]propyl]hydroxyacetamide. Reactants: COC(=O)c1cc2[nH]nc(N)c2s1, CCOC(=O)Cl, C1CCOC1. Product: CCOC(=O)n1nc(N)c2sc(C(=O)OC)cc21. As a reaction SMILES: [CH3:1][O:2][C:3](=[O:4])[c:5]1[cH:6][c:7]2[nH:8][n:9][c:10]([NH2:13])[c:11]2[s:12]1.[Cl:14][C:15](=[O:16])[O:17][CH2:18][CH3:19].[O:20]1[CH2:21][CH2:22][CH2:23][CH2:24]1>>[CH3:1][O:2][C:3](=[O:4])[c:5]1[cH:6][c:7]2[n:8]([C:15](=[O:16])[O:17][CH2:18][CH3:19])[n:9][c:10]([NH2:13])[c:11]2[s:12]1.